Dataset: the Open Reaction Database (ORD), a public repository of structured organic reaction records. Task: describe an organic reaction: reactants, conditions, products, and yield Starting materials: CC(C)(C)OC(=O)N1CCCC1C(=O)N1CCCC1, ClCCl. Yields the product O=C(C1CCCN1)N1CCCC1. RXN SMILES: [C:1]([O:2][C:3](=[O:4])[N:8]1[CH:9]([C:13](=[O:14])[N:15]2[CH2:16][CH2:17][CH2:18][CH2:19]2)[CH2:10][CH2:11][CH2:12]1)([CH3:5])([CH3:6])[CH3:7].[Cl:20][CH2:21][Cl:22]>>[NH:8]1[CH:9]([C:13](=[O:14])[N:15]2[CH2:16][CH2:17][CH2:18][CH2:19]2)[CH2:10][CH2:11][CH2:12]1. The reactants are C1CCOC1, CCOC(=O)CCc1c[nH]c2c(-c3noc(-c4ccc(OC(C)C)c(Cl)c4)n3)ccc(F)c12, Cl, [Na+], [OH-], O. Product: CC(C)Oc1ccc(-c2nc(-c3ccc(F)c4c(CCC(=O)O)c[nH]c34)no2)cc1Cl. As a reaction SMILES: [CH2:37]1[O:38][CH2:39][CH2:40][CH2:41]1.[Cl:3][c:4]1[cH:5][c:6](-[c:14]2[n:15][c:16](-[c:19]3[cH:20][cH:21][c:22]([F:35])[c:23]4[c:24]([CH2:28][CH2:29][C:30](=[O:31])[O:32][CH2:33][CH3:34])[cH:25][nH:26][c:27]34)[n:17][o:18]2)[cH:7][cH:8][c:9]1[O:10][CH:11]([CH3:12])[CH3:13].[ClH:36].[Na+:2].[OH-:1].[OH2:42]>>[Cl:3][c:4]1[cH:5][c:6](-[c:14]2[n:15][c:16](-[c:19]3[cH:20][cH:21][c:22]([F:35])[c:23]4[c:24]([CH2:28][CH2:29][C:30](=[O:31])[OH:32])[cH:25][nH:26][c:27]34)[n:17][o:18]2)[cH:7][cH:8][c:9]1[O:10][CH:11]([CH3:12])[CH3:13]. The reactants are C(C1=CC=CC=C1)N1C=NC(=C1C)C1SCC(C(S1)C(=O)OCC)=O (2-(1-benzyl-5-methyl-4-imidazolyl)-4-carbethoxy-1,3-dithian-5-one), S(O)(O)(=O)=O (sulfuric acid). The solvent is O (water), Cl (hydrochloric acid). Conditions: temperature 100 celsius. Yields the product C(C1=CC=CC=C1)N1C=NC(=C1C)C1SCC(CS1)=O (2-(1-benzyl-5-methyl-4-imidazolyl)-1,3-dithian-5-one). RXN SMILES: [CH2:1]([N:8]1[C:12]([CH3:13])=[C:11]([CH:14]2[S:19][CH:18](C(OCC)=O)[C:17](=[O:25])[CH2:16][S:15]2)[N:10]=[CH:9]1)[C:2]1[CH:7]=[CH:6][CH:5]=[CH:4][CH:3]=1.S(=O)(=O)(O)O>O.Cl>[CH2:1]([N:8]1[C:12]([CH3:13])=[C:11]([CH:14]2[S:19][CH2:18][C:17](=[O:25])[CH2:16][S:15]2)[N:10]=[CH:9]1)[C:2]1[CH:3]=[CH:4][CH:5]=[CH:6][CH:7]=1. Procedure: A mixture of 2-(1-benzyl-5-methyl-4-imidazolyl)-4-carbethoxy-1,3-dithian-5-one (15.5 g., 0.041 mole) in water (40 ml.) containing concentrated sulfuric acid (3.0 ml.) is heated at 100° C. for 4-5 hours. The mixture is cooled, diluted with 10% hydrochloric acid, washed with diethyl ether and filtered through a charcoal pad. The filtrate is made basic with sodium carbonate solution and extracted into methylene chloride. The solvent is dried and evaporated to give a dark brown oil (11.2 g.), 2-(1-b... Starting materials: CC(=O)SCCCC(=O)N1CC(c2ccc(C)cc2)=CC1C(=O)O, N. Product: Cc1ccc(C2=CC(C(=O)O)N(C(=O)CCCS)C2)cc1. Reaction SMILES: [C:1](=[O:2])([CH3:3])[S:4][CH2:5][CH2:6][CH2:7][C:8](=[O:9])[N:10]1[CH:11]([C:22](=[O:23])[OH:24])[CH:12]=[C:13]([c:15]2[cH:16][cH:17][c:18]([CH3:21])[cH:19][cH:20]2)[CH2:14]1.[NH3:25]>>[SH:4][CH2:5][CH2:6][CH2:7][C:8](=[O:9])[N:10]1[CH:11]([C:22](=[O:23])[OH:24])[CH:12]=[C:13]([c:15]2[cH:16][cH:17][c:18]([CH3:21])[cH:19][cH:20]2)[CH2:14]1. The reactants are CC(C)(C)[Si](C)(C)N=C=S, CC(C)(C)[Si](C)(C)Cl, C1CCOC1, [Li]C1(C)CCCc2cc(C)cnc21. Product: Cc1cnc2c(c1)CCCC2(C)C#N. RXN SMILES: [C:14]([Si:15]([CH3:17])([CH3:18])[N:21]=[C:22]=[S:16])([CH3:19])([CH3:20])[CH3:23].[C:24]([Si:25]([Cl:26])([CH3:27])[CH3:28])([CH3:29])([CH3:30])[CH3:31].[CH2:32]1[O:33][CH2:34][CH2:35][CH2:36]1.[Li:1][C:2]1([CH3:13])[CH2:3][CH2:4][CH2:5][c:6]2[cH:7][c:8]([CH3:12])[cH:9][n:10][c:11]21>>[C:2]1([CH3:13])([C:22]#[N:21])[CH2:3][CH2:4][CH2:5][c:6]2[cH:7][c:8]([CH3:12])[cH:9][n:10][c:11]21. The reactants are ice, ClC(=O)C1=CC(=NC2=CC(=CC(=C12)Cl)Cl)C(=O)OC (4-Chlorocarbonyl-5,7-dichloro-2-methoxycarbonylquinoline), N (ammonia). Solvent: O1CCCC1 (tetrahydrofuran), O1CCCC1 (tetrahydrofuran). Reaction conditions: time 30 minute. Product: NC(=O)[C@H]1C[C@@H](NC2=CC(=CC(=C12)Cl)Cl)C(=O)OC (trans-4-aminocarbonyl-5,7-dichloro-2-methoxycarbonyl-1,2,3,4-tetrahydroquinoline). Reaction SMILES: Cl[C:2]([C:4]1[C:13]2[C:8](=[CH:9][C:10]([Cl:15])=[CH:11][C:12]=2[Cl:14])[N:7]=[C:6]([C:16]([O:18][CH3:19])=[O:17])[CH:5]=1)=[O:3].[NH3:20]>O1CCCC1>[NH2:20][C:2]([C@@H:4]1[C:13]2[C:8](=[CH:9][C:10]([Cl:15])=[CH:11][C:12]=2[Cl:14])[NH:7][C@@H:6]([C:16]([O:18][CH3:19])=[O:17])[CH2:5]1)=[O:3]. Procedure details: 4-Chlorocarbonyl-5,7-dichloro-2-methoxycarbonylquinoline (1.5 g) was dissolved in dry tetrahydrofuran (20 ml) at 0° C. and an ice-cool solution of tetrahydrofuran (150 ml), presaturated with ammonia gas, was added in one portion. After stirring at room temperature for 30 minutes the white solid which precipitated was collected by filtration and dried (1.4 g). A portion of this solid (1 g) was suspended in glacial acetic acid (20 ml) and sodium cyanoborohydride (1.3 g) was added in portions. When...